From a dataset of the Open Reaction Database (ORD), a public repository of structured organic reaction records. describe an organic reaction: reactants, conditions, products, and yield Reactants: BrC1=C(CBr)C=C(C=C1)OC (2-Bromo-5-methoxybenzyl bromide), CCOC(=O)C (EtOAc), [C-]#N.[Na+] (sodium cyanide), O (H2O). Conditions: temperature 90 celsius. Procedure details: 2-Bromo-5-methoxybenzyl bromide (2 g, 7.1 mmol) and sodium cyanide (0.526 g, 10.7 mmol) were combined in DMSO (20 mL) and heated to 90° C. for 3 hours. Once no starting material was seen by analytical tlc, the mixture was worked-up with H2O and EtOAc to give the desired product as a colorless oil. The product is BrC1=C(C=C(C=C1)OC)CC#N ((2-Bromo-5-methoxy-phenyl)-acetonitrile). Solvent: CS(=O)C (DMSO). RXN SMILES: [Br:1][C:2]1[CH:9]=[CH:8][C:7]([O:10][CH3:11])=[CH:6][C:3]=1[CH2:4]Br.[C-:12]#[N:13].[Na+].O.CCOC(C)=O>CS(C)=O>[Br:1][C:2]1[CH:9]=[CH:8][C:7]([O:10][CH3:11])=[CH:6][C:3]=1[CH2:4][C:12]#[N:13] |f:1.2|. As a reaction SMILES: [Br-:25].[CH3:1][S:2](=[O:3])(=[O:4])[c:5]1[c:6]([C:7]#[N:8])[cH:9][cH:10][c:11]([CH2:13][O:14][Si:15]([CH:16]([CH3:17])[CH3:18])([CH:19]([CH3:20])[CH3:21])[CH:22]([CH3:23])[CH3:24])[n:12]1.[CH3:26][Mg+:27].[Cl-:28].[NH4+:29].[OH2:30]>>[c:5]1([CH3:26])[c:6]([C:7]#[N:8])[cH:9][cH:10][c:11]([CH2:13][O:14][Si:15]([CH:16]([CH3:17])[CH3:18])([CH:19]([CH3:20])[CH3:21])[CH:22]([CH3:23])[CH3:24])[n:12]1. The reactants are [Br-], CC(C)[Si](OCc1ccc(C#N)c(S(C)(=O)=O)n1)(C(C)C)C(C)C, C[Mg+], [Cl-], [NH4+], O. Product: Cc1nc(CO[Si](C(C)C)(C(C)C)C(C)C)ccc1C#N. Reactants: C(C)(C)(C)[Si](C)(C)OC1=C(C=CC(=C1)CC)F (tert-Butyl(5-ethyl-2-fluorophenoxy)dimethylsilane), [Li]CCCC (n-BuLi), CN(C)C=O (DMF). The solvent is C1CCOC1 (THF), CN(CCN(CCN(C)C)C)C (N,N,N′,N″,N″-pentamethyldiethylenetriamine), CCOC(=O)C (EtOAc). Conditions: time 45 minute. The product is [Si](C)(C)(C(C)(C)C)OC=1C(=C(C=O)C=C(C1)CC)F (3-(tert-Butyldimethylsilyloxy)-5-ethyl-2-fluorobenzaldehyde). The yield is 89.0%. Reaction SMILES: [C:1]([Si:5]([O:8][C:9]1[CH:14]=[C:13]([CH2:15][CH3:16])[CH:12]=[CH:11][C:10]=1[F:17])([CH3:7])[CH3:6])([CH3:4])([CH3:3])[CH3:2].[Li]CCCC.CN([CH:26]=[O:27])C>C1COCC1.CN(C)CCN(C)CCN(C)C.CCOC(C)=O>[Si:5]([O:8][C:9]1[C:10]([F:17])=[C:11]([CH:12]=[C:13]([CH2:15][CH3:16])[CH:14]=1)[CH:26]=[O:27])([C:1]([CH3:4])([CH3:3])[CH3:2])([CH3:7])[CH3:6]. Procedure: To 118B (625 mg, 2.46 mmol) in THF (10 mL) and N,N,N′,N″,N″-pentamethyldiethylenetriamine (0.77 mL) was added n-BuLi (1.6M in hexane, 1.77 mL) at −78° C. After stiiring for 45 min at −35° C., DMF (0.94 mL) was added at at −78° C. and the reaction was slowly warmed up to rt. The mixture was stirred at rt for 1 h, diluted with EtOAc. The organic extracts were washed with saturated NaHCO3, brine and dried. The crude product was purified by column chromatography to give 118C (615 mg, 89% yield) as a... Starting materials: ClC1=C2C(=C(N=N1)Cl)C=NC(=C2OC)C (1,4-dichloro-7-methyl-8-methoxypyrido[3,4-d]pyridazine), N1CCOCC1 (morpholine). Product: CC1=C(C=2C(=C(N=NC2N2CCOCC2)N2CCOCC2)C=N1)OC (7-methyl-8-methoxy-1,4-dimorpholinopyrido[3,4-d]pyridazine). RXN SMILES: Cl[C:2]1[N:7]=[N:6][C:5](Cl)=[C:4]2[CH:9]=[N:10][C:11]([CH3:15])=[C:12]([O:13][CH3:14])[C:3]=12.[NH:16]1[CH2:21][CH2:20][O:19][CH2:18][CH2:17]1>>[CH3:15][C:11]1[N:10]=[CH:9][C:4]2=[C:5]([N:16]3[CH2:21][CH2:20][O:19][CH2:18][CH2:17]3)[N:6]=[N:7][C:2]([N:16]3[CH2:21][CH2:20][O:19][CH2:18][CH2:17]3)=[C:3]2[C:12]=1[O:13][CH3:14]. Procedure details: 0.5 part by weight of 1,4-dichloro-7-methyl-8-methoxypyrido[3,4-d]pyridazine and 3.6 parts by weight of morpholine are heated together at 80°C for 1.5 hour and, then, the excess morpholine is distilled off. To the residue is added water, whereupon an oily precipitate is obtained. This oil is triturated with a small amount of methanol to obtain crystals of 7-methyl-8-methoxy-1,4-dimorpholinopyrido[3,4-d]pyridazine. Recrystallization from a mixture of methanol and water (1:3) yields crystals melti... Starting materials: Cl.Cl.Cl.S1C=CC=2C(=NC=CC21)N2CCN(CC2)CC[C@@H]2CC[C@H](CC2)N (trans-4-[2-(4-thieno[3,2-c]pyridin-4-yl-piperazin-1-yl)-ethyl]-cyclohexylamine trihydrochloride), Cl.Cl.Cl.S1C=CC=2C(=NC=CC21)N2CCN(CC2)CC[C@@H]2CC[C@H](CC2)N (trans-4-[2-(4-thieno[3,2-c]pyridin-4-yl-piperazin-1-yl)-ethyl]-cyclohexylamine trihydrochloride), COC(C[C@@H]1C[C@H](CC1)OC)=O (racemic trans-(3-methoxy-cyclopentyl)-acetic acid methyl ester). Yields the product CO[C@@H]1C[C@H](CC1)CC(=O)N[C@@H]1CC[C@H](CC1)CCN1CCN(CC1)C1=NC=CC2=C1C=CS2 (2-(trans-3-Methoxy-cyclopentyl)-N-{trans-4-[2-(4-thieno[3,2-c]pyridin-4-yl-piperazin-1-yl)-ethyl]-cyclohexyl}-acetamide). As a reaction SMILES: Cl.Cl.Cl.[S:4]1[C:12]2[CH:11]=[CH:10][N:9]=[C:8]([N:13]3[CH2:18][CH2:17][N:16]([CH2:19][CH2:20][C@H:21]4[CH2:26][CH2:25][C@H:24]([NH2:27])[CH2:23][CH2:22]4)[CH2:15][CH2:14]3)[C:7]=2[CH:6]=[CH:5]1.C[O:29][C:30](=O)[CH2:31][C@H:32]1[CH2:36][CH2:35][C@H:34]([O:37][CH3:38])[CH2:33]1>>[CH3:38][O:37][C@H:34]1[CH2:35][CH2:36][C@H:32]([CH2:31][C:30]([NH:27][C@H:24]2[CH2:25][CH2:26][C@H:21]([CH2:20][CH2:19][N:16]3[CH2:17][CH2:18][N:13]([C:8]4[C:7]5[CH:6]=[CH:5][S:4][C:12]=5[CH:11]=[CH:10][N:9]=4)[CH2:14][CH2:15]3)[CH2:22][CH2:23]2)=[O:29])[CH2:33]1 |f:0.1.2.3|. Reported procedure: The title compound was prepared in analogy to example 2 starting from trans-4-[2-(4-thieno[3,2-c]pyridin-4-yl-piperazin-1-yl)-ethyl]-cyclohexylamine trihydrochloride (intermediate B) (100 mg, 0.22 mmol) and racemic trans-(3-methoxy-cyclopentyl)-acetic acid methyl ester [WO 2009/019174] (46 mg, 0.27 mmol). Purification by flash chromatography on silica gel (CH2Cl2/MeOH 95:5). White crystals (61 mg, 57%), MS (ISP) m/z=485.4 [(M+H)+]. Starting materials: C(C=C)NC(=O)N1N=C(C=C1C)OC1=C(C=C(C=C1Cl)C(F)(F)F)Cl (N-allyl-3-(2,6-dichloro-4-trifluoromethylphenyloxy)-5-methylpyrazole-1-carboxamide), S(=S)(=O)([O-])[O-].[Na+].[Na+] (sodium thiosulfate), C(C)(=O)OCC (ethyl acetate), I(=O)(=O)(=O)[O-].[Na+] (sodium periodate). Reagents/catalysts: [Os](=O)(=O)(=O)=O (osmium tetraoxide). Run in CCOCC (ether), O (water). Conditions: time 8 hour. Yields the product C(=O)CNC(=O)N1N=C(C=C1C)OC1=C(C=C(C=C1Cl)C(F)(F)F)Cl (N-formylmethyl-3-(2,6-dichloro-4-trifluoromethylphenyloxy)-5-methylpyrazole-1-carboxamide). Isolated yield 49.1%. As a reaction SMILES: [CH2:1]([NH:4][C:5]([N:7]1[C:11]([CH3:12])=[CH:10][C:9]([O:13][C:14]2[C:19]([Cl:20])=[CH:18][C:17]([C:21]([F:24])([F:23])[F:22])=[CH:16][C:15]=2[Cl:25])=[N:8]1)=[O:6])[CH:2]=C.I([O-])(=O)(=O)=[O:27].[Na+].S([O-])([O-])(=O)=S.[Na+].[Na+].C(OCC)(=O)C>CCOCC.O.[Os](=O)(=O)(=O)=O>[CH:2]([CH2:1][NH:4][C:5]([N:7]1[C:11]([CH3:12])=[CH:10][C:9]([O:13][C:14]2[C:19]([Cl:20])=[CH:18][C:17]([C:21]([F:22])([F:23])[F:24])=[CH:16][C:15]=2[Cl:25])=[N:8]1)=[O:6])=[O:27] |f:1.2,3.4.5|. Procedure details: N-allyl-3-(2,6-dichloro-4-trifluoromethylphenyloxy)-5-methylpyrazole-1-carboxamide (4.3 g, 10.9 mmol) was dissolved in a solution mixture of ether (50 ml) and water (50 ml), an aqueous solution (60 ml) of osmium tetraoxide (254 mg, 1.0 mmol) and sodium periodate (4.7 g, 21.8 mmol) were added, and the mixture was stirred at room temperature overnight. After completion of the reaction, a 10% sodium thiosulfate aqueous solution (100 ml) and ethyl acetate (100 ml) were added to the reaction solution... Conditions: time 1.5 hour. Product: O(C1=CC=CC=C1)C=1C=C(C=CC1)NCC1=CC(=CC=C1)Br (N-(3-phenoxyphenyl)[(3-bromophenyl)methyl]amine). Yield: 98.1%. Procedure: EX-595A) To a 1,2-dichloroethane (90 mL) solution of 3-bromobenzaldehyde (5.60 g, 30.3 mmol) was added 3-phenoxyaniline (5.60 g, 30.2 mmol), NaB(OAc)3H (8.26 g, 39.0 mmol) and acetic acid (1.8 mL, 31.0 mmol). The cloudy solution was stirred at room temperature for 1.5 h. The reaction mixture was poured into water and extracted with dichloromethane. The organic layer was washed with saturated NaHCO3 and brine, dried (MgSO4) and evaporated to yield 10.49 g (98%) of the desired N-(3-phenoxyphenyl)[... The reactants are BrC=1C=C(C=O)C=CC1 (3-bromobenzaldehyde), O(C1=CC=CC=C1)C=1C=C(N)C=CC1 (3-phenoxyaniline), [BH-](OC(=O)C)(OC(=O)C)OC(=O)C.[Na+] (NaB(OAc)3H), C(C)(=O)O (acetic acid). Reaction SMILES: [Br:1][C:2]1[CH:3]=[C:4]([CH:7]=[CH:8][CH:9]=1)[CH:5]=O.[O:10]([C:17]1[CH:18]=[C:19]([CH:21]=[CH:22][CH:23]=1)[NH2:20])[C:11]1[CH:16]=[CH:15][CH:14]=[CH:13][CH:12]=1.[BH-](OC(C)=O)(OC(C)=O)OC(C)=O.[Na+].C(O)(=O)C>O.ClCCCl>[O:10]([C:17]1[CH:18]=[C:19]([NH:20][CH2:5][C:4]2[CH:7]=[CH:8][CH:9]=[C:2]([Br:1])[CH:3]=2)[CH:21]=[CH:22][CH:23]=1)[C:11]1[CH:12]=[CH:13][CH:14]=[CH:15][CH:16]=1 |f:2.3|. The solvent is ClCCCl (1,2-dichloroethane), O (water).